From a dataset of the Open Reaction Database (ORD), a public repository of structured organic reaction records. describe an organic reaction: reactants, conditions, products, and yield Starting materials: N (ammonia), N (ammonia), S(O)(O)(=O)=O (sulfuric acid). Reported procedure: Scrubbing of the ammonia from the gas stream 22 is effected by spraying an aqueous sulfuric acid solution from nozzles 30 into the conduits 18 where the acid reacts with the ammonia to produce an aqueous solution of ammonium sulfate according to the reaction 2NH3+H2SO4→(NH4)2SO4. Nozzles 30 are in fluid communication via piping 32 with a reservoir 34 holding the sulfuric acid solution. A pump 36 may be used to convey the acid solution to the nozzles. An acid reservoir 37 is in fluid communicatio... As a reaction SMILES: [NH3:1].[S:2](=[O:6])(=[O:5])([OH:4])[OH:3]>>[S:2]([O-:6])([O-:5])(=[O:4])=[O:3].[NH4+:1].[NH4+:1].[OH:5][S:2]([OH:6])(=[O:4])=[O:3] |f:2.3.4|. The product is S(=O)(=O)([O-])[O-].[NH4+].[NH4+] (ammonium sulfate), OS(=O)(=O)O (H2SO4).